This data is from the Open Reaction Database (ORD), a public repository of structured organic reaction records. The task is: describe an organic reaction: reactants, conditions, products, and yield Yields the product O=[N+]([O-])c1ccc(Oc2cccc3ccccc23)c(Cl)c1. As a reaction SMILES: [Cl:15][c:16]1[cH:17][c:18]([N+:23](=[O:24])[O-:25])[cH:19][cH:20][c:21]1[Cl:22].[Cu:34].[K+:13].[OH-:12].[OH2:14].[c:1]1([OH:11])[cH:2][cH:3][cH:4][c:5]2[cH:6][cH:7][cH:8][cH:9][c:10]12.[c:26]1([CH3:27])[c:28]([CH3:29])[cH:30][cH:31][cH:32][cH:33]1>>[c:1]1([O:11][c:21]2[c:16]([Cl:15])[cH:17][c:18]([N+:23](=[O:24])[O-:25])[cH:19][cH:20]2)[cH:2][cH:3][cH:4][c:5]2[cH:6][cH:7][cH:8][cH:9][c:10]12. Reactants: O=[N+]([O-])c1ccc(Cl)c(Cl)c1, [Cu], [K+], [OH-], O, Oc1cccc2ccccc12, Cc1ccccc1C. Reactants: S(=O)(Cl)Cl (thionyl chloride), N1(CCOCC1)CC(N)=S (2-Morpholin-4-ylethanethioamide), ClCC(=O)CCl (1,3-dichloroacetone), C([O-])(O)=O.[Na+] (sodium bicarbonate). The solvent is ClCCCl (1,2-dichloroethane), ClCCCl (1,2-dichloroethane), O1CCOCC1 (1,4-dioxane). Run at time 30 hour. Product: Cl.ClCC=1N=C(SC1)CN1CCOCC1 (4-{[4-(chloromethyl)-1,3-thiazol-2-yl]methyl}morpholine hydrochloride), solid. The yield is 6.6%. Reaction SMILES: [N:1]1([CH2:7][C:8](=[S:10])[NH2:9])[CH2:6][CH2:5][O:4][CH2:3][CH2:2]1.[Cl:11][CH2:12][C:13]([CH2:15]Cl)=O.C(=O)(O)[O-].[Na+].S(Cl)(Cl)=O>ClCCCl.O1CCOCC1>[ClH:11].[Cl:11][CH2:12][C:13]1[N:9]=[C:8]([CH2:7][N:1]2[CH2:6][CH2:5][O:4][CH2:3][CH2:2]2)[S:10][CH:15]=1 |f:2.3,7.8|. Procedure details: 2-Morpholin-4-ylethanethioamide (0.403 g, 2.52 mmol), 1,3-dichloroacetone (0.353 g, 2.77 mmol) and sodium bicarbonate (0.234 g, 2.77 mmol) was stirred in 1,2-dichloroethane (4 mL) at room temperature for 74 h at which point 1,4-dioxane was added in an attempt to improve solubility and the mixture was stirred for a further 30 h. The reaction mixture was filtered and the filter cake was washed with 1,2-dichloroethane. The filtrate was added dropwise to a cooled (ice bath) solution of thionyl chlor... Reactants: Cl (hydrochloric acid), N[C@H](C(=O)O)CCC ((S)-2-amino-pentanoic acid), CO (methanol). Conditions: temperature 0 celsius. The product is Cl.COC([C@H](CCC)N)=O ((S)-2-amino-pentanoic acid methyl ester hydrochloride). The yield is 85.0%. Reaction SMILES: [ClH:1].[NH2:2][C@@H:3]([CH2:7][CH2:8][CH3:9])[C:4]([OH:6])=[O:5].[CH3:10]O>>[ClH:1].[CH3:10][O:5][C:4](=[O:6])[C@@H:3]([NH2:2])[CH2:7][CH2:8][CH3:9] |f:3.4|. Reported procedure: Dry hydrochloric acid gas was bubbled through a mixture of (S)-2-amino-pentanoic acid (1.00 g, 8.53 mmol) in methanol cooled to 0° C. for 5 min. The vessel was sealed and the mixture heated to 50° C. overnight. The mixture was cooled, the solvent removed and the residue treated with methanol (repeated 3×). The residue was triturated with diethyl ether, dried under high vacuum to yield (S)-2-amino-pentanoic acid methyl ester hydrochloride (1.21 g, 85%) as a light yellow solid: 1H NMR (300 MHz, DM... The reactants are N[C@@H](CCCNC(N)=N)C(=O)O (Arg), N[C@H](CC1=CC=C(C=C1)O)C(=O)O (DTyr), N[C@@H](CCCNC(N)=N)C(=O)O (Arg), N(C)CC(=O)O (Sar), N[C@@H](CCC(N)=O)C(=O)O (Gln), N[C@@H](CC(N)=O)C(=O)O (Asn), Mca,Cys. Product: N[C@@H](CC1=CC=CC=C1)C(=O)O (Phe). Reaction SMILES: [NH2:1][C@@H:2]([C:11]([OH:13])=[O:12])[CH2:3][C:4]1[CH:9]=[CH:8][C:7](O)=[CH:6][CH:5]=1.N[C@H](C(O)=O)CCC(=O)N.N[C@H](C(O)=O)CC(=O)N.N[C@H](C(O)=O)CCCNC(=N)N.N(CC(O)=O)C>>[NH2:1][C@H:2]([C:11]([OH:13])=[O:12])[CH2:3][C:4]1[CH:9]=[CH:8][CH:7]=[CH:6][CH:5]=1. Reported procedure: DTyr 0.52; Gln 0.99; Asn 1.00; Arg 1.01; Gly 1.01 (Mca,Cys and Sar were not determined) The reactants are CC=1N=C(SC1C=O)C=1C=NC(=CC1)C(F)(F)F (4-Methyl-2-(6-trifluoromethyl-pyridin-3-yl)-thiazole-5-carbaldehyde), BrC(C=C)(F)F (3-bromo-3,3-difluorpropene), [In] (Indium), CC=1N=C(SC1CO)C=1C=NC(=CC1)C(F)(F)F ([4-Methyl-2-(6-trifluoromethyl-pyridin-3-yl)-thiazol-5-yl]-methanol), 4-Methyl-2-(trans-1,4-trifluoromethyl-cyclohexyl)-thiazole-5-carbaldehyde. Solvent: CN(C=O)C (dimethylformamide). Conditions: time 3 hour. The product is FC(C(O)C1=C(N=C(S1)C=1C=NC(=CC1)C(F)(F)F)C)(C=C)F (2,2-Difluoro-1-[4-methyl-2-(6-trifluoromethyl-pyridin-3-yl)-thiazol-5-yl]-but-3-en-1-ol). RXN SMILES: [CH3:1][C:2]1[N:3]=[C:4]([C:9]2[CH:10]=[N:11][C:12]([C:15]([F:18])([F:17])[F:16])=[CH:13][CH:14]=2)[S:5][C:6]=1[CH:7]=[O:8].CC1N=C(C2C=N[C:30]([C:33](F)([F:35])[F:34])=[CH:31]C=2)SC=1CO.BrC(F)(F)C=C.[In]>CN(C)C=O>[F:34][C:33]([F:35])([CH:30]=[CH2:31])[CH:7]([C:6]1[S:5][C:4]([C:9]2[CH:10]=[N:11][C:12]([C:15]([F:18])([F:16])[F:17])=[CH:13][CH:14]=2)=[N:3][C:2]=1[CH3:1])[OH:8]. Reported procedure: To a solution of 5.0 g 4-Methyl-2-(6-trifluoromethyl-pyridin-3-yl)-thiazole-5-carbaldehyde (derived from [4-Methyl-2-(6-trifluoromethyl-pyridin-3-yl)-thiazol-5-yl]-methanol according to the method described for 4-Methyl-2-(trans-1,4-trifluoromethyl-cyclohexyl)-thiazole-5-carbaldehyde) and 4.33 g 3-bromo-3,3-difluorpropene in 25 ml dimethylformamide. 2.11 g Indium were added and the resulting suspension was stirred in an ultrasonic bath for three hours. Then 20 ml 1N HCL were added and the mixtur...